This data is from the Open Reaction Database (ORD), a public repository of structured organic reaction records. The task is: describe an organic reaction: reactants, conditions, products, and yield The reactants are ClC(Cl)Cl, O=C(Cl)CCc1ccc([N+](=O)[O-])cc1, N, O. Yields the product NC(=O)CCc1ccc([N+](=O)[O-])cc1. As a reaction SMILES: [CH:17]([Cl:18])([Cl:19])[Cl:20].[N+:1](=[O:2])([O-:3])[c:4]1[cH:5][cH:6][c:7]([CH2:10][CH2:11][C:12](=[O:13])[Cl:14])[cH:8][cH:9]1.[NH3:15].[OH2:16]>>[N+:1](=[O:2])([O-:3])[c:4]1[cH:5][cH:6][c:7]([CH2:10][CH2:11][C:12](=[O:13])[NH2:15])[cH:8][cH:9]1. The reactants are O=C[C@H](O)[C@@H](O)[C@H](O)[C@H](O)CO (D-glucose), O=C1C(O)=C(O)[C@H](O1)[C@@H](O)CO (ascorbic acid), O=C[C@H](O)[C@@H](O)[C@H](O)[C@H](O)CO (glucose). Product: OC[C@H](O)[C@@H](O)[C@H](O)[C@H](O)CO (D-sorbitol), O=C[C@H](O)[C@@H](O)[C@H](O)[C@H](O)CO (D-glucose). RXN SMILES: [O:1]=[C:2]1[O:8][C@H:7]([C@H:9]([CH2:11][OH:12])[OH:10])[C:5]([OH:6])=[C:3]1[OH:4].[O:13]=[CH:14][C@@H:15]([C@H:17]([C@@H:19]([C@@H:21]([CH2:23][OH:24])[OH:22])[OH:20])[OH:18])[OH:16]>>[OH:12][CH2:11][C@@H:9]([C@H:7]([C@@H:5]([C@@H:3]([CH2:2][OH:1])[OH:4])[OH:6])[OH:8])[OH:10].[O:13]=[CH:14][C@@H:15]([C@H:17]([C@@H:19]([C@@H:21]([CH2:23][OH:24])[OH:22])[OH:20])[OH:18])[OH:16]. Procedure: The results reported in Table 3 demonstrate that ascorbic acid can be synthesized from glucose in one step. This is very advantageous in that using D-glucose instead of D-sorbitol as the starting material in the synthesis of vitamin-C eliminates the hydrogenation step, and its associated costs, necessary to produce D-sorbitol from D-glucose.